From a dataset of the Open Reaction Database (ORD), a public repository of structured organic reaction records. describe an organic reaction: reactants, conditions, products, and yield Starting materials: ClC1=C(C(=NN1C)C1=NC=CC=C1)C(O)C1=C(C=C(C=C1)Cl)C ((5-chloro-1-methyl-3-(pyridin-2-yl)-1H-pyrazol-4-yl)(4-chloro-2-methylphenyl)methanol), CC(=O)OI1(C=2C=CC=CC2C(=O)O1)(OC(=O)C)OC(=O)C (Dess-Martin periodinane), C(=O)(O)[O-].[Na+] (NaHCO3), CC(=O)OI1(C=2C=CC=CC2C(=O)O1)(OC(=O)C)OC(=O)C (Dess-Martin periodinane). The solvent is C(Cl)Cl (DCM). Conditions: time 30 minute. Product: ClC1=C(C(=NN1C)C1=NC=CC=C1)C(=O)C1=C(C=C(C=C1)Cl)C ((5-chloro-1-methyl-3-(pyridin-2-yl)-1H-pyrazol-4-yl)(4-chloro-2-methylphenyl)methanone). As a reaction SMILES: [Cl:1][C:2]1[N:6]([CH3:7])[N:5]=[C:4]([C:8]2[CH:13]=[CH:12][CH:11]=[CH:10][N:9]=2)[C:3]=1[CH:14]([C:16]1[CH:21]=[CH:20][C:19]([Cl:22])=[CH:18][C:17]=1[CH3:23])[OH:15].CC(OI1(OC(C)=O)(OC(C)=O)OC(=O)C2C=CC=CC1=2)=O.C([O-])(O)=O.[Na+]>C(Cl)Cl>[Cl:1][C:2]1[N:6]([CH3:7])[N:5]=[C:4]([C:8]2[CH:13]=[CH:12][CH:11]=[CH:10][N:9]=2)[C:3]=1[C:14]([C:16]1[CH:21]=[CH:20][C:19]([Cl:22])=[CH:18][C:17]=1[CH3:23])=[O:15] |f:2.3|. Procedure details: To a solution of (5-chloro-1-methyl-3-(pyridin-2-yl)-1H-pyrazol-4-yl)(4-chloro-2-methylphenyl)methanol (31.6 g, 91 mmol) in DCM (500 mL) at about 0° C. was added Dess-Martin periodinane (42.3 g, 100 mmol). The cold bath was removed and the mixture was allowed to warm to rt. After about 3 h additional Dess-Martin periodinane (1.92 g, 4.54 mmol) was added and the mixture was stirred for about 30 min. A saturated aqueous NaHCO3 solution (500 mL) was added then the mixture was filtered. The solvent ...